Dataset: the Open Reaction Database (ORD), a public repository of structured organic reaction records. Task: describe an organic reaction: reactants, conditions, products, and yield The reactants are ClC1=CC(=C(OCC(=O)N2[C@@H](CN([C@H](C2)C)CC2=CC=C(C=C2)F)C)C=C1)O (2-(4-chloro-2-hydroxy-phenoxy)-1-[4-(4-fluoro-benzyl)-(2R,5S)-2,5-dimethyl-piperazin-1-yl]-ethanone), C([O-])([O-])=O.[Cs+].[Cs+] (cesium carbonate), BrCC#N (bromoacetonitrile). Solvent: C(C)(=O)OCC (ethyl acetate), O1CCOCC1 (dioxane). Conditions: time 8 hour. Product: ClC=1C=CC(=C(OCC#N)C1)OCC(=O)N1[C@@H](CN([C@H](C1)C)CC1=CC=C(C=C1)F)C ((5-Chloro-2-{2-[4-(4-fluoro-benzyl)-(2R,5S)-2,5-dimethyl-piperazin-1-yl]-2-oxo-ethoxy}-phenoxy)-acetonitrile). The yield is 102.8%. RXN SMILES: [Cl:1][C:2]1[CH:27]=[CH:26][C:5]([O:6][CH2:7][C:8]([N:10]2[CH2:15][C@H:14]([CH3:16])[N:13]([CH2:17][C:18]3[CH:23]=[CH:22][C:21]([F:24])=[CH:20][CH:19]=3)[CH2:12][C@H:11]2[CH3:25])=[O:9])=[C:4]([OH:28])[CH:3]=1.C(=O)([O-])[O-].[Cs+].[Cs+].Br[CH2:36][C:37]#[N:38]>O1CCOCC1.C(OCC)(=O)C>[Cl:1][C:2]1[CH:27]=[CH:26][C:5]([O:6][CH2:7][C:8]([N:10]2[CH2:15][C@H:14]([CH3:16])[N:13]([CH2:17][C:18]3[CH:23]=[CH:22][C:21]([F:24])=[CH:20][CH:19]=3)[CH2:12][C@H:11]2[CH3:25])=[O:9])=[C:4]([CH:3]=1)[O:28][CH2:36][C:37]#[N:38] |f:1.2.3|. Reported procedure: To a solution of 2-(4-chloro-2-hydroxy-phenoxy)-1-[4-(4-fluoro-benzyl)-(2R,5S)-2,5-dimethyl-piperazin-1-yl]-ethanone (0.10 g, 0.24 mmol), and cesium carbonate (0.12 g, 0.38 mmol) in dioxane (1 mL) was added bromoacetonitrile (0.034 g, 0.28 mmol). The resulting mixture was stirred at ambient temperature overnight. The reaction was diluted with ethyl acetate and washed with water. The organic layer was washed with saturated aqueous sodium chloride, dried over magnesium sulfate and concentrated in ... Reactants: [H-].[Na+] (sodium hydride), BrCC1=C(C=CC(=C1)C(F)(F)F)C1=C(C=CC(=C1)C(C)C)Cl (2-(bromomethyl)-2′-chloro-5′-isopropyl-4-(trifluoromethyl)biphenyl), BrCC1=C(C=CC(=C1)C(F)(F)F)C1=C(C=CC(=C1)C(C)C)Cl (2-(bromomethyl)-2′-chloro-5′-isopropyl-4-(trifluoromethyl)biphenyl), COC1=C(C=CC=C1)[C@@H]1CCNC(O1)=O ((6S)-6-(2-methoxyphenyl) 1,3-oxazinan-2-one), C(C)OC(CCC(=O)C1=C(C=CC=C1)OC)=O (ethyl-4-(2-methoxyphenyl)-4-oxobutyrate), CC=1C=C(C=C(C1)C)[C@@H]1CCNC(O1)=O ((6S)-6-(3,5-dimethylphenyl)-1,3-oxazinan-2-one). Yields the product ClC1=C(C=C(C=C1)C(C)C)C1=C(C=C(C=C1)C(F)(F)F)CN1C(O[C@@H](CC1)C1=C(C=CC=C1)OC)=O ((6S)-3-{[2′-chloro-5′-isopropyl-4-(trifluoromethyl)biphenyl-2-yl]methyl}-6-(2-methoxyphenyl)-1,3-oxazinan-2-one). As a reaction SMILES: [CH3:1][O:2][C:3]1[CH:8]=[CH:7][CH:6]=[CH:5][C:4]=1[C@H:9]1[O:14][C:13](=[O:15])[NH:12][CH2:11][CH2:10]1.C(OC(=O)CCC(C1C=CC=CC=1OC)=O)C.CC1C=C([C@H]2OC(=O)NCC2)C=C(C)C=1.[H-].[Na+].Br[CH2:51][C:52]1[CH:57]=[C:56]([C:58]([F:61])([F:60])[F:59])[CH:55]=[CH:54][C:53]=1[C:62]1[CH:67]=[C:66]([CH:68]([CH3:70])[CH3:69])[CH:65]=[CH:64][C:63]=1[Cl:71]>>[Cl:71][C:63]1[CH:64]=[CH:65][C:66]([CH:68]([CH3:69])[CH3:70])=[CH:67][C:62]=1[C:53]1[CH:54]=[CH:55][C:56]([C:58]([F:59])([F:60])[F:61])=[CH:57][C:52]=1[CH2:51][N:12]1[CH2:11][CH2:10][C@@H:9]([C:4]2[CH:5]=[CH:6][CH:7]=[CH:8][C:3]=2[O:2][CH3:1])[O:14][C:13]1=[O:15] |f:3.4|. Reported procedure: (6S)-6-(2-methoxyphenyl) 1,3-oxazinan-2-one (prepared from ethyl-4-(2-methoxyphenyl)-4-oxobutyrate by a procedure analogous to that reported for Intermediate 21; 20 mg; 0.10 mmol) was treated with sodium hydride (60% in oil; 8.0 mg; 0.20 mmol) and 2-(bromomethyl)-2′-chloro-5′-isopropyl-4-(trifluoromethyl)-biphenyl (Intermediate 27; 39 mg; 0.10 mmol) as described in Example 11 to afford (6S)-3-{[2′-chloro-5′-isopropyl-4-(trifluoromethyl)biphenyl-2-yl]methyl}-6-(2-methoxyphenyl)-1,3-oxazinan-2-one... Reaction conditions: temperature 150 celsius. Isolated yield 76.2%. As a reaction SMILES: [N+:1]([C:4]1[CH:5]=[C:6]([OH:10])[CH:7]=[CH:8][CH:9]=1)([O-:3])=[O:2].Cl[C:12]1[N:17]=[CH:16][CH:15]=[CH:14][N:13]=1.C(=O)([O-])[O-].[K+].[K+].C(OCC)(=O)C>CS(C)=O.O>[N+:1]([C:4]1[CH:5]=[C:6]([CH:7]=[CH:8][CH:9]=1)[O:10][C:12]1[N:17]=[CH:16][CH:15]=[CH:14][N:13]=1)([O-:3])=[O:2] |f:2.3.4|. The product is [N+](=O)([O-])C=1C=C(OC2=NC=CC=N2)C=CC1 (2-(3-nitrophenoxy)pyrimidine). The reactants are C(C)(=O)OCC (ethyl acetate), [N+](=O)([O-])C=1C=C(C=CC1)O (3-nitrophenol), ClC1=NC=CC=N1 (2-chloropyrimidine), C([O-])([O-])=O.[K+].[K+] (potassium carbonate). Run in O (water), CS(=O)C (dimethylsulfoxide). Procedure: A mixture of 3-nitrophenol (6.85 g), 2-chloropyrimidine (5.13 g) and potassium carbonate (6.81 g) in dimethylsulfoxide (50 ml) was heated at 150° C. for 30 minutes. The mixture was cooled and poured into a mixture of ethyl acetate and water. The organic phase was washed with brine, dried over magnesium sulfate and concentrated. The resulting solid was collected and washed with isopropyl ether to give 2-(3-nitrophenoxy)pyrimidine (7.41 g). Starting materials: 2,4′- and 4,4′-dihydroxydiphenylmethane, C=O (formaldehyde), dihydroxydiphenylmethanes, C1(=CC=CC=C1)O (phenol), C=O (formaldehyde), C1(=CC=CC=C1)O (phenol). The reagents and catalysts are O.O.O.O.O.O.O.O.O.O.O.O.O.O.O.O.O.O.O.O.O.O.O.O.O.O.O.O.O.O.O.O.O.O.O.O.O.O.O.O.P.[W].[W].[W].[W].[W].[W].[W].[W].[W].[W].[W].[W] (phosphotungstic acid). Product: C1=CC=C(C(=C1)CC2=CC=C(C=C2)O)O (2,4′-dihydroxydiphenylmethane), oligomer. Isolated yield 7.0%. Reaction SMILES: [C:1]1([OH:7])[CH:6]=[CH:5][CH:4]=[CH:3][CH:2]=1.[CH2:8]=[O:9]>O.O.O.O.O.O.O.O.O.O.O.O.O.O.O.O.O.O.O.O.O.O.O.O.O.O.O.O.O.O.O.O.O.O.O.O.O.O.O.O.P.[W].[W].[W].[W].[W].[W].[W].[W].[W].[W].[W].[W]>[CH:1]1[CH:2]=[C:3]([CH2:4][C:4]2[CH:5]=[CH:6][C:1]([OH:7])=[CH:2][CH:3]=2)[C:8]([OH:9])=[CH:5][CH:6]=1 |f:2.3.4.5.6.7.8.9.10.11.12.13.14.15.16.17.18.19.20.21.22.23.24.25.26.27.28.29.30.31.32.33.34.35.36.37.38.39.40.41.42.43.44.45.46.47.48.49.50.51.52.53.54|. Reported procedure: Several methods are known in the art for the production of dihydroxydiphenylmethanes. Japanese Patent Jpn. Kokai Tokkyo Koho JP 0687775 (CA 121:57131) discloses a method for the condensation of phenol with aqueous formaldehyde using phosphotungstic acid which consists of 10:43:47 ratio of 2,2′-, 2,4′- and 4,4′-dihydroxydiphenylmethane isomers. EP 331, 172: CA 112:7160 discloses a method for reacting phenol with formaldehyde in the presence of an activated clay at 80° C. for 2 hours to give 38.8%... Reactants: [N+](=O)([O-])C1=C(C=CC(=C1)C(C)=O)O (2-nitro-4-acetylphenol), [OH-].[Na+] (sodium hydroxide), S(=O)([O-])S(=O)[O-].[Na+].[Na+] (sodium hydrosulfite). The solvent is O (water). Reaction conditions: time 20 minute. The product is NC1=C(C=CC(=C1)C(C)=O)O (2-amino-4-acetylphenol). Isolated yield 39.1%. RXN SMILES: [N+:1]([C:4]1[CH:9]=[C:8]([C:10](=[O:12])[CH3:11])[CH:7]=[CH:6][C:5]=1[OH:13])([O-])=O.[OH-].[Na+].S(S([O-])=O)([O-])=O.[Na+].[Na+]>O>[NH2:1][C:4]1[CH:9]=[C:8]([C:10](=[O:12])[CH3:11])[CH:7]=[CH:6][C:5]=1[OH:13] |f:1.2,3.4.5|. Procedure: In a 300 ml three-neck flask, 5.00 g (27.6 m mole) of 2-nitro-4-acetylphenol and 75 ml of 2N-sodium hydroxide solution were placed. To the mixture solution, a solution, which 25.00 g of sodium hydrosulfite was dissolved in 75 ml to water, was added dropwise in 10 minutes. Then the mixture solution was stirred for 20 minutes at room temperature to precipitate a crystal. The crystal was filtered and recrystallized from a mixture solvent of methanol-water to obtain 1.63 g of 2-amino-4-acetylphenol ...